From a dataset of the Open Reaction Database (ORD), a public repository of structured organic reaction records. describe an organic reaction: reactants, conditions, products, and yield Starting materials: N1(CCNCC1)C=1C(N(C=CN1)CCOC1=C(C=C(C(=C1)F)F)F)=O (3-(1-piperazinyl)-1-[2-(2,4,5-trifluorophenoxy)ethyl]-2(1H)-pyrazinone), Cl.N1(CCNCC1)C=1C(N(C=CN1)CCOC1=C(C=C(C(=C1)F)F)F)=O (3-(1-Piperazinyl)-1-[2-(2,4,5-trifluorophenoxy)ethyl]-2(1H)-pyrazinone, Hydrochloride), C(C1=CC=CC=C1)Br (benzyl bromide). Yields the product Cl.C(C1=CC=CC=C1)N1CCN(CC1)C=1C(N(C=CN1)CCOC1=C(C=C(C(=C1)F)F)F)=O (3-(4-Benzylpiperazin-1-yl)-1-[2-(2,4,5-trifluorophenoxy)ethyl]pyrazin-2(1H)-one hydrochloride). Reaction SMILES: [N:1]1([C:7]2[C:8](=[O:25])[N:9]([CH2:13][CH2:14][O:15][C:16]3[CH:21]=[C:20]([F:22])[C:19]([F:23])=[CH:18][C:17]=3[F:24])[CH:10]=[CH:11][N:12]=2)[CH2:6][CH2:5][NH:4][CH2:3][CH2:2]1.[ClH:26].N1(C2C(=O)N(CCOC3C=C(F)C(F)=CC=3F)C=CN=2)CCNCC1.[CH2:52](Br)[C:53]1[CH:58]=[CH:57][CH:56]=[CH:55][CH:54]=1>>[ClH:26].[CH2:52]([N:4]1[CH2:5][CH2:6][N:1]([C:7]2[C:8](=[O:25])[N:9]([CH2:13][CH2:14][O:15][C:16]3[CH:21]=[C:20]([F:22])[C:19]([F:23])=[CH:18][C:17]=3[F:24])[CH:10]=[CH:11][N:12]=2)[CH2:2][CH2:3]1)[C:53]1[CH:58]=[CH:57][CH:56]=[CH:55][CH:54]=1 |f:1.2,4.5|. Reported procedure: The title compound was prepared according to the procedure of Example 60 starting from 3-(1-piperazinyl)-1-[2-(2,4,5-trifluorophenoxy)ethyl]-2(1H)-pyrazinone (0.35 g, 1.0 mmol; from the free base of Example 3) and benzyl bromide (0.19 g, 1.1 mmol) Yield: 0.17 g (35%); HPLC purity: 99%; mp 214-214.5° C. HRMS calc for C23H23F3N4O2 (M)+ 444.1773, found 444.1789. The reactants are CCOc1cc(C(C)(C)C#N)ccc1C1=NC(c2ccc(Cl)cc2)C(c2ccc(Cl)cc2)N1C(=O)Cl, O=C(CN1CCNCC1)N1CCOCC1. Yields the product CCOc1cc(C(C)(C)C#N)ccc1C1=NC(c2ccc(Cl)cc2)C(c2ccc(Cl)cc2)N1C(=O)N1CCN(CC(=O)N2CCOCC2)CC1. Reaction SMILES: [Cl:1][c:2]1[cH:3][cH:4][c:5]([CH:8]2[N:9]=[C:10]([c:23]3[c:24]([O:34][CH2:35][CH3:36])[cH:25][c:26]([C:29]([CH3:30])([CH3:31])[C:32]#[N:33])[cH:27][cH:28]3)[N:11]([C:20](=[O:21])[Cl:22])[CH:12]2[c:13]2[cH:14][cH:15][c:16]([Cl:19])[cH:17][cH:18]2)[cH:6][cH:7]1.[O:37]1[CH2:38][CH2:39][N:40]([C:43]([CH2:44][N:45]2[CH2:46][CH2:47][NH:48][CH2:49][CH2:50]2)=[O:51])[CH2:41][CH2:42]1>>[Cl:1][c:2]1[cH:3][cH:4][c:5]([CH:8]2[N:9]=[C:10]([c:23]3[c:24]([O:34][CH2:35][CH3:36])[cH:25][c:26]([C:29]([CH3:30])([CH3:31])[C:32]#[N:33])[cH:27][cH:28]3)[N:11]([C:20](=[O:21])[N:48]3[CH2:47][CH2:46][N:45]([CH2:44][C:43]([N:40]4[CH2:39][CH2:38][O:37][CH2:42][CH2:41]4)=[O:51])[CH2:50][CH2:49]3)[CH:12]2[c:13]2[cH:14][cH:15][c:16]([Cl:19])[cH:17][cH:18]2)[cH:6][cH:7]1. The reactants are C(C1=CC=CC=C1)OC1=CC=C(C=C1)N1N=CC=C1C1=CC=C2C(=N1)N(N=C2CC)C2CCOCC2 (6-{1-[4-(benzyloxy)phenyl]-1H-pyrazol-5-yl}-3-ethyl-1-(tetrahydro-2H-pyran-4-yl)-1H-pyrazolo[3,4-b]pyridine), C(C)O (ethanol). The reagents and catalysts are [Pd] (Pd/C). Conditions: time 4 hour. Yields the product C(C)C1=NN(C2=NC(=CC=C21)C2=CC=NN2C=2C=C(C=CC2)O)C2CCOCC2 (3-{5-[3-ethyl-1-(tetrahydro-2H-pyran-4-yl)-1H-pyrazolo[3,4-b]pyridin-6-yl]-1H-pyrazol-1-yl}phenol). RXN SMILES: C(O[C:9]1[CH:14]=[CH:13][C:12]([N:15]2[C:19]([C:20]3[N:25]=[C:24]4[N:26]([CH:31]5[CH2:36][CH2:35][O:34][CH2:33][CH2:32]5)[N:27]=[C:28]([CH2:29][CH3:30])[C:23]4=[CH:22][CH:21]=3)=[CH:18][CH:17]=[N:16]2)=[CH:11][CH:10]=1)C1C=CC=CC=1.C([OH:39])C>[Pd]>[CH2:29]([C:28]1[C:23]2[C:24](=[N:25][C:20]([C:19]3[N:15]([C:12]4[CH:13]=[C:14]([OH:39])[CH:9]=[CH:10][CH:11]=4)[N:16]=[CH:17][CH:18]=3)=[CH:21][CH:22]=2)[N:26]([CH:31]2[CH2:36][CH2:35][O:34][CH2:33][CH2:32]2)[N:27]=1)[CH3:30]. Reported procedure: 6-{1-[4-(benzyloxy)phenyl]-1H-pyrazol-5-yl}-3-ethyl-1-(tetrahydro-2H-pyran-4-yl)-1H-pyrazolo[3,4-b]pyridine (290 mg, 0.60 mmol) and ethanol (30 mL) were added to a Parr bottle. 10% Pd/C (150 mg, 0.14 mmol) was added, and the mixture was shaken under an atmosphere of hydrogen (45 psi) for 4 hours. The reaction was degassed under reduced pressure, flushed with argon for 5 minutes, filtered through Celite and concentrated to yield 0.23 g 3-{5-[3-ethyl-1-(tetrahydro-2H-pyran-4-yl)-1H-pyrazolo[3,4-b]... Starting materials: ClC1=NC=CC2=C1C(N(C2)C)=O (4-chloro-2-methyl-1,2-dihydro-3H-pyrrolo[3,4-c]pyridin-3-one), ClC1=NC=CC2=C1C(N(C2)C)=O (4-chloro-2-methyl-1,2-dihydro-3H-pyrrolo[3,4-c]pyridin-3-one), COC1=C(CN)C=CC(=C1)OC (2,4-dimethoxy benzylamine). Run in CN1C(CCC1)=O (N-Methylpyrrolidinone). The product is COC1=C(CNC2=NC=CC3=C2C(N(C3)C)=O)C=CC(=C1)OC (4-[(2,4-dimethoxybenzyl)amino]-2-methyl-1,2-dihydro-3H-pyrrolo[3,4-c]pyridin-3-one). Reaction SMILES: Cl[C:2]1[C:7]2[C:8](=[O:12])[N:9]([CH3:11])[CH2:10][C:6]=2[CH:5]=[CH:4][N:3]=1.[CH3:13][O:14][C:15]1[CH:22]=[C:21]([O:23][CH3:24])[CH:20]=[CH:19][C:16]=1[CH2:17][NH2:18]>CN1CCCC1=O>[CH3:13][O:14][C:15]1[CH:22]=[C:21]([O:23][CH3:24])[CH:20]=[CH:19][C:16]=1[CH2:17][NH:18][C:2]1[C:7]2[C:8](=[O:12])[N:9]([CH3:11])[CH2:10][C:6]=2[CH:5]=[CH:4][N:3]=1. Reported procedure: A solution of 4-chloro-2-methyl-1,2-dihydro-3H-pyrrolo[3,4-c]pyridin-3-one (Compound 310E, 1.5 g, 8.2 mmol) in N-Methylpyrrolidinone (20 mL) was charged with 2,4-dimethoxy benzylamine (2.5 mL, 16 mmol) and irradiated in the microwave for 40 min at 160° C. The reaction mixture was quenched with water (15 mL) and extracted with EtOAc (20 mL). The aqueous layer was back-extracted with EtOAc (3×10 mL). The combined organic fractions were washed with brine, dried over sodium sulfate, filtered, and co...